Dataset: the Open Reaction Database (ORD), a public repository of structured organic reaction records. Task: describe an organic reaction: reactants, conditions, products, and yield The yield is 61.0%. Procedure details: Prepared by the procedure, previously described for the synthesis of tert-butyl 3-(4-bromophenyl)-3,6-diazabicyclo[3.1.1]heptane-6-carboxylate, using instead 6-oxa-3-azabicyclo[3.1.1]heptane as a starting material to afford 570.0 mg (61%) of 3-(4-bromophenyl)-6-oxa-3-azabicyclo[3.1.1]heptane. RXN SMILES: [Br:1][C:2]1[CH:7]=[CH:6][C:5]([N:8]2[CH2:13][CH:12]3[CH2:14][CH:10](N3C(OC(C)(C)C)=O)[CH2:9]2)=[CH:4][CH:3]=1.C12CC([O:27]1)CNC2>>[Br:1][C:2]1[CH:7]=[CH:6][C:5]([N:8]2[CH2:13][CH:12]3[CH2:14][CH:10]([O:27]3)[CH2:9]2)=[CH:4][CH:3]=1. Reactants: BrC1=CC=C(C=C1)N1CC2N(C(C1)C2)C(=O)OC(C)(C)C (tert-butyl 3-(4-bromophenyl)-3,6-diazabicyclo[3.1.1]heptane-6-carboxylate), C12CNCC(O1)C2 (6-oxa-3-azabicyclo[3.1.1]heptane). Yields the product BrC1=CC=C(C=C1)N1CC2OC(C1)C2 (3-(4-bromophenyl)-6-oxa-3-azabicyclo[3.1.1]heptane). Starting materials: P(=O)(Cl)(Cl)Cl (Phosphorus oxychloride), CN(C=O)C (N,N-dimethylformamide), C(C)(=O)OC=1C(=CC2=C(C=CO2)C1C(C)(C)C)C(C)(C)C (5-acetoxy-4,6-di-tert-butylbenzofuran), CN(C=O)C (N,N-dimethylformamide), O (water). Reaction conditions: time 20 minute. Product: C(C)(=O)OC=1C(=CC2=C(C=C(O2)C=O)C1C(C)(C)C)C(C)(C)C (5-acetoxy-4,6-di-tert-butyl-2-formylbenzofuran). The yield is 86.0%. As a reaction SMILES: P(Cl)(Cl)(Cl)=O.[C:6]([O:9][C:10]1[C:11]([C:23]([CH3:26])([CH3:25])[CH3:24])=[CH:12][C:13]2[O:17][CH:16]=[CH:15][C:14]=2[C:18]=1[C:19]([CH3:22])([CH3:21])[CH3:20])(=[O:8])[CH3:7].O.CN(C)[CH:30]=[O:31]>>[C:6]([O:9][C:10]1[C:11]([C:23]([CH3:26])([CH3:25])[CH3:24])=[CH:12][C:13]2[O:17][C:16]([CH:30]=[O:31])=[CH:15][C:14]=2[C:18]=1[C:19]([CH3:22])([CH3:21])[CH3:20])(=[O:8])[CH3:7]. Procedure: Phosphorus oxychloride (1.1 g) was added dropwise to N,N-dimethylformamide (0.4 g) under cooling with ice and, subsequently, a solution of 5-acetoxy-4,6-di-tert-butylbenzofuran (1.0 g) in N,N-dimethylformamide (2 ml) was added dropwise. The mixture was stirred first at room temperature for 20 min, then under heating at 80° C. for 75 min. After cooling, the reaction mixture was poured into water and subjected to extraction ethyl acetate. The organic layer was washed with water and saturated brine... As a reaction SMILES: [CH2:1]=[C:2]([CH:4]1[C:12]2[C:11]3[CH:13]=[CH:14][CH:15]=[CH:16][C:10]=3[O:9][C:8]=2[CH:7]=[CH:6][C:5]1(C(C)=C)[NH2:17])[CH3:3].[CH2:21](O)[CH3:22].[C:24](O)(=O)C>[Pd].[Pt]>[CH:2]([C:4]1[C:12]2[C:11]3[CH:13]=[CH:14][CH:15]=[CH:16][C:10]=3[O:9][C:8]=2[CH:7]=[C:6]([CH:21]([CH3:22])[CH3:24])[C:5]=1[NH2:17])([CH3:3])[CH3:1]. Procedure: To a 500 mL Parr Hydrogenator bottle was added 1,2-di(prop-1-en-2-yl)dibenzo[b,d]furan-2-amine (19.1 g, 72.5 mmol), 10% palladium on carbon (5.7 g, 5.36 mmol), 5% platinum on carbon (5.7 g, 1.46 mmol), ethanol (180 mL), and acetic acid (20 mL). The mixture was hydrogenated on a Parr hydrogenator overnight. The reaction mixture was filtered through Celite and washed with dichloromethane. The filtrate was evaporated to brown oil. The oil was dissolved in dichloromethane, washed with 10% sodium hyd... The reactants are C=C(C)C1C(C=CC=2OC3=C(C21)C=CC=C3)(N)C(=C)C (1,2-di(prop-1-en-2-yl)dibenzo[b,d]furan-2-amine), C(C)O (ethanol), C(C)(=O)O (acetic acid). Isolated yield 34.0%. Yields the product C(C)(C)C1=C(C(=CC=2OC3=C(C21)C=CC=C3)C(C)C)N (1,3-diisopropyldibenzo[b,d]furan-2-amine). Reagents/catalysts: [Pd] (palladium on carbon), [Pt] (platinum on carbon). Starting materials: Cl.C(C)(=O)OCC (hydrochloric acid ethyl acetate), O1CCN(CC1)CCCNC(OCCC1N(CCCC1)C(CCCCCCCCCCCCCCCCCCCCC)=O)=O (2-(1-docosanoyl-2-piperidyl)ethyl N-(3-morpholinopropyl)carbamate). The solvent is C(C)(=O)OCC (ethyl acetate). Conditions: time 0.5 hour. The product is Cl.O1CCN(CC1)CCCNC(OCCC1N(CCCC1)C(CCCCCCCCCCCCCCCCCCCCC)=O)=O (2-(1-Docosanoyl-2-piperidyl)ethyl N-(3-morpholinopropyl)carbamate hydrochloride). RXN SMILES: [ClH:1].C(OCC)(=O)C.[O:8]1[CH2:13][CH2:12][N:11]([CH2:14][CH2:15][CH2:16][NH:17][C:18](=[O:51])[O:19][CH2:20][CH2:21][CH:22]2[CH2:27][CH2:26][CH2:25][CH2:24][N:23]2[C:28](=[O:50])[CH2:29][CH2:30][CH2:31][CH2:32][CH2:33][CH2:34][CH2:35][CH2:36][CH2:37][CH2:38][CH2:39][CH2:40][CH2:41][CH2:42][CH2:43][CH2:44][CH2:45][CH2:46][CH2:47][CH2:48][CH3:49])[CH2:10][CH2:9]1>C(OCC)(=O)C>[ClH:1].[O:8]1[CH2:13][CH2:12][N:11]([CH2:14][CH2:15][CH2:16][NH:17][C:18](=[O:51])[O:19][CH2:20][CH2:21][CH:22]2[CH2:27][CH2:26][CH2:25][CH2:24][N:23]2[C:28](=[O:50])[CH2:29][CH2:30][CH2:31][CH2:32][CH2:33][CH2:34][CH2:35][CH2:36][CH2:37][CH2:38][CH2:39][CH2:40][CH2:41][CH2:42][CH2:43][CH2:44][CH2:45][CH2:46][CH2:47][CH2:48][CH3:49])[CH2:10][CH2:9]1 |f:0.1,4.5|. Procedure: 4N hydrochloric acid/ethyl acetate solution (1.35 ml) was added to a solution of 2-(1-docosanoyl-2-piperidyl)ethyl N-(3-morpholinopropyl)carbamate (2.800 g) in ethyl acetate (28 ml), while being cooled with ice. After being stirred for 0.5 hour, the reaction mixture was concentrated. The residue was recrystallized with ethyl acetate, thereby yielding the entitled compound (2.546 g) as white solid. The reactants are CC1OC(=C(C1=O)O)C (2,5-dimethyl-4-hydroxy-3-(2H)-furanone), C(C)=O (acetaldehyde), C(C(=O)O)(=O)O (oxalic acid). Run in O (water). The product is OC(C)C1(OC(=C(C1=O)O)C)C (2-(1-hydroxyethyl)-2,5-dimethyl-4-hydroxy-3-(2H)-furanone). Isolated yield 54.6%. RXN SMILES: [CH3:1][CH:2]1[C:6](=[O:7])[C:5]([OH:8])=[C:4]([CH3:9])[O:3]1.[CH:10](=[O:12])[CH3:11].C(O)(=O)C(O)=O>O>[OH:12][CH:10]([C:4]1([CH3:9])[C:5](=[O:8])[C:6]([OH:7])=[C:2]([CH3:1])[O:3]1)[CH3:11]. Procedure: In a round-bottomed flask equipped with a stirrer and a condensor, 12.8 g (0.1 mole) of 2,5-dimethyl-4-hydroxy-3-(2H)-furanone and 44 g (1.0 mole) of acetaldehyde were introduced into a solution of 3.0 g of oxalic acid in 100 ml of water. The mixture was stirred and refluxed for 1 hour. After cooling, the mixture was extracted 5 times with 25 ml portions of chloroform and the organic solvent was evaporated off. The residue was purified by chromatography on 50 g of polyamide. After elution by mea... Starting materials: COc1ccc2c(c1)N(CCN1CCC(N(C(=O)[O-])C(C)(C)C)CC1)C(=O)CS2, N#Cc1ccc2ccc(=O)n(CCN3CCC(N)CC3)c2c1. Reaction SMILES: [C:1]([N:5]([C:2](=[O:3])[O-:4])[CH:9]1[CH2:10][CH2:11][N:12]([CH2:15][CH2:16][N:17]2[C:18](=[O:29])[CH2:19][S:20][c:21]3[c:22]2[cH:23][c:24]([O:27][CH3:28])[cH:25][cH:26]3)[CH2:13][CH2:14]1)([CH3:6])([CH3:7])[CH3:8].[NH2:30][CH:31]1[CH2:32][CH2:33][N:34]([CH2:35][CH2:36][n:37]2[c:38]3[c:39]([cH:40][cH:41][c:42]([C:43]#[N:44])[cH:45]3)[cH:46][cH:47][c:48]2=[O:49])[CH2:50][CH2:51]1>>[NH2:5][CH:9]1[CH2:10][CH2:11][N:12]([CH2:15][CH2:16][N:17]2[C:18](=[O:29])[CH2:19][S:20][c:21]3[c:22]2[cH:23][c:24]([O:27][CH3:28])[cH:25][cH:26]3)[CH2:13][CH2:14]1. Yields the product COc1ccc2c(c1)N(CCN1CCC(N)CC1)C(=O)CS2. Reactants: [BH4-], O=c1[nH]cc(S)c2cc(Br)ccc12, CC(C)(C)OC(=O)N1CCC(OS(C)(=O)=O)CC1CO[Si](c1ccccc1)(c1ccccc1)C(C)(C)C, O=C([O-])[O-], CCO, [K+], [K+], [Na+]. As a reaction SMILES: [BH4-:1].[Br:3][c:4]1[cH:5][c:6]2[c:7]([SH:15])[cH:8][nH:9][c:10](=[O:14])[c:11]2[cH:12][cH:13]1.[C:16]([CH3:17])([CH3:18])([CH3:19])[Si:20]([O:21][CH2:22][CH:23]1[N:24]([C:34](=[O:35])[O:36][C:37]([CH3:38])([CH3:39])[CH3:40])[CH2:25][CH2:26][CH:27]([O:29][S:30]([CH3:31])(=[O:32])=[O:33])[CH2:28]1)([c:41]1[cH:42][cH:43][cH:44][cH:45][cH:46]1)[c:47]1[cH:48][cH:49][cH:50][cH:51][cH:52]1.[C:53](=[O:54])([O-:55])[O-:56].[CH3:59][CH2:60][OH:61].[K+:57].[K+:58].[Na+:2]>>[Br:3][c:4]1[cH:5][c:6]2[c:7]([S:15][CH:27]3[CH2:26][CH2:25][N:24]([C:34](=[O:35])[O:36][C:37]([CH3:38])([CH3:39])[CH3:40])[CH:23]([CH2:22][O:21][Si:20]([C:16]([CH3:17])([CH3:18])[CH3:19])([c:41]4[cH:42][cH:43][cH:44][cH:45][cH:46]4)[c:47]4[cH:48][cH:49][cH:50][cH:51][cH:52]4)[CH2:28]3)[cH:8][nH:9][c:10](=[O:14])[c:11]2[cH:12][cH:13]1. Product: CC(C)(C)OC(=O)N1CCC(Sc2c[nH]c(=O)c3ccc(Br)cc23)CC1CO[Si](c1ccccc1)(c1ccccc1)C(C)(C)C.